Dataset: the Open Reaction Database (ORD), a public repository of structured organic reaction records. Task: describe an organic reaction: reactants, conditions, products, and yield Starting materials: C(CCC)[Li] (n-Butyllithium), C1CO1 (ethylene oxide), B(F)(F)F.CCOCC (BF3 Et2O), BrC1=C(C=CC2=CC=CC=C12)O[Si](C(C)C)(C(C)C)C(C)C ((1-bromo-naphthalen-2-yloxy)-triisopropyl-silane), [Li]CCCC (n-BuLi). Run in hexanes, CCOCC (Et2O), CCOCC (Et2O), CCOCC (Et2O). Run at temperature -78 celsius, time 2 hour. Yields the product C(C)(C)[Si](OC1=C(C2=CC=CC=C2C=C1)CCO)(C(C)C)C(C)C (2-(2-triisopropylsilanyloxy-naphthalen-1-yl)-ethanol). The yield is 52.7%. Reaction SMILES: C([Li])CCC.Br[C:7]1[C:16]2[C:11](=[CH:12][CH:13]=[CH:14][CH:15]=2)[CH:10]=[CH:9][C:8]=1[O:17][Si:18]([CH:25]([CH3:27])[CH3:26])([CH:22]([CH3:24])[CH3:23])[CH:19]([CH3:21])[CH3:20].[CH2:28]1[O:30][CH2:29]1.B(F)(F)F.CCOCC>CCOCC>[CH:19]([Si:18]([CH:25]([CH3:27])[CH3:26])([CH:22]([CH3:24])[CH3:23])[O:17][C:8]1[CH:9]=[CH:10][C:11]2[C:16](=[CH:15][CH:14]=[CH:13][CH:12]=2)[C:7]=1[CH2:28][CH2:29][OH:30])([CH3:21])[CH3:20] |f:3.4|. Procedure: n-Butyllithium (16.4 mL of 1.6 M soln in hexanes, 26.3 mmol) was stirred with Et2O (60 mL) at −78° C. in an argon-purged, round-bottom flask. A solution of (1-bromo-naphthalen-2-yloxy)-triisopropyl-silane (7.10 g, 18.8 mmol) in Et2O (˜5 ml) was added dropwise to the stirring n-BuLi solution. The reaction was stirred at −78° C. for ten minutes and then a solution of ethylene oxide (1.41 mL, 28.2 mmol) and BF3-Et2O (3.81 mL, 31.0 mmol) in Et2O (˜5 ml) was added via syringe. The reaction was stirre... Reactants: C1(CC1)C#C (Cyclopropylacetylene), BrC=1C=CC(=NC1)C(=O)OCC (ethyl 5-bromopyridine-2-carboxylate). The reagents and catalysts are [Cu](I)I (copper iodide), C=1C=CC(=CC1)[P](C=2C=CC=CC2)(C=3C=CC=CC3)[Pd]([P](C=4C=CC=CC4)(C=5C=CC=CC5)C=6C=CC=CC6)([P](C=7C=CC=CC7)(C=8C=CC=CC8)C=9C=CC=CC9)[P](C=1C=CC=CC1)(C=1C=CC=CC1)C=1C=CC=CC1 (tetrakis(triphenylphosphine)palladium). Run in C(C)(C)NC(C)C (diisopropylamine). Reaction conditions: time 5 minute. Product: C1(CC1)C#CC=1C=CC(=NC1)C(=O)OCC (ethyl 5-cyclopropylethynyl-pyridine-2-carboxylate). Reaction SMILES: [CH:1]1([C:4]#[CH:5])[CH2:3][CH2:2]1.Br[C:7]1[CH:8]=[CH:9][C:10]([C:13]([O:15][CH2:16][CH3:17])=[O:14])=[N:11][CH:12]=1>C(NC(C)C)(C)C.[Cu](I)I.C1C=CC([P]([Pd]([P](C2C=CC=CC=2)(C2C=CC=CC=2)C2C=CC=CC=2)([P](C2C=CC=CC=2)(C2C=CC=CC=2)C2C=CC=CC=2)[P](C2C=CC=CC=2)(C2C=CC=CC=2)C2C=CC=CC=2)(C2C=CC=CC=2)C2C=CC=CC=2)=CC=1>[CH:1]1([C:4]#[C:5][C:7]2[CH:8]=[CH:9][C:10]([C:13]([O:15][CH2:16][CH3:17])=[O:14])=[N:11][CH:12]=2)[CH2:3][CH2:2]1 |^1:31,33,52,71|. Reported procedure: Cyclopropylacetylene (73.7 μL), copper iodide (3.16 mg) and tetrakis(triphenylphosphine)palladium (9.59 mg) were added to a solution of ethyl 5-bromopyridine-2-carboxylate (95.5 mg) in diisopropylamine (2 mL) at room temperature, and the mixture was stirred at room temperature for 17 hours and five minutes. The reaction solution was concentrated under reduced pressure. The residue was purified by NH-silica gel column chromatography to obtain the title compound (19.4 mg).